This data is from the Open Reaction Database (ORD), a public repository of structured organic reaction records. The task is: describe an organic reaction: reactants, conditions, products, and yield Starting materials: CCC(=O)NC1=CC=CC=C1 (2-methylacetanilide), BrC1=NC=CC=C1C (2-bromo-3-methylpyridine). Product: CCC(=O)N(C1=CC=CC=C1)C1=NC=CC=C1C (2-methyl-N-(3-methyl-2-pyridyl)acetanilide). Yield: 99.8%. As a reaction SMILES: [CH3:1][CH2:2][C:3]([NH:5][C:6]1[CH:11]=[CH:10][CH:9]=[CH:8][CH:7]=1)=[O:4].Br[C:13]1[C:18]([CH3:19])=[CH:17][CH:16]=[CH:15][N:14]=1>>[CH3:1][CH2:2][C:3]([N:5]([C:13]1[C:18]([CH3:19])=[CH:17][CH:16]=[CH:15][N:14]=1)[C:6]1[CH:11]=[CH:10][CH:9]=[CH:8][CH:7]=1)=[O:4]. Reported procedure: Using 2-methylacetanilide (4.48 g) and 2-bromo-3-methylpyridine (10.3 g), a reaction was made in the same manner as in 1) of Production Example 14. The subsequent purification by silica gel column chromatography (developing solvent, ethyl acetate: hexane=1:3) produced 2-methyl-N-(3-methyl-2-pyridyl)acetanilide (7.2 g, crude product) as a pale brown oil. The reactants are OO (hydrogen peroxide), C(C)SCC(=O)C1=CC=C(C=C1)C1=C(C=CC=C1)F (ethyl-[2-(2'-fluoro-4-biphenylyl)-2-oxo-ethyl]-sulfide). Run in C(C)(=O)O (acetic acid). Run at time 1 hour. Product: C(C)S(=O)CC(=O)C1=CC=C(C=C1)C1=C(C=CC=C1)F (Ethyl-[2-(2'-fluoro-4-biphenylyl)-2-oxo-ethyl]-sulfoxide). RXN SMILES: [OH:1]O.[CH2:3]([S:5][CH2:6][C:7]([C:9]1[CH:14]=[CH:13][C:12]([C:15]2[CH:20]=[CH:19][CH:18]=[CH:17][C:16]=2[F:21])=[CH:11][CH:10]=1)=[O:8])[CH3:4]>C(O)(=O)C>[CH2:3]([S:5]([CH2:6][C:7]([C:9]1[CH:14]=[CH:13][C:12]([C:15]2[CH:20]=[CH:19][CH:18]=[CH:17][C:16]=2[F:21])=[CH:11][CH:10]=1)=[O:8])=[O:1])[CH3:4]. Reported procedure: 12.8 ml of 30% hydrogen peroxide were added dropwise, while stirring, to a suspension of 16.3 gm (59.5 millimols) of ethyl-[2-(2'-fluoro-4-biphenylyl)-2-oxo-ethyl]-sulfide in 170 ml of glacial acetic acid at 15° C. A clear solution was obtained which was stirred for 1 hour at room temperature. The reaction product was precipitated with water and recrystallized from isopropanol. Yield: 11.6 gm (67% of theory); m.p. 91-93° C. The reactants are O1C(=CC=2C1=NC=C(C2)C(=O)O)C(=O)O (furo[2,3-b]pyridine-2,5-dicarboxylic acid). Reagents/catalysts: [Cu] (copper). Run in C(C)OCC.CO (diethyl ether methanol), N1=CC=CC2=CC=CC=C12 (quinoline), C(Cl)(Cl)Cl (chloroform). Reaction conditions: temperature 200 celsius. Yields the product O1C=CC=2C1=NC=C(C2)C(=O)O (furo[2,3-b]pyridine-5-carboxylic acid). Yield: 63.4%. As a reaction SMILES: [O:1]1[C:5]2=[N:6][CH:7]=[C:8]([C:10]([OH:12])=[O:11])[CH:9]=[C:4]2[CH:3]=[C:2]1C(O)=O>N1C2C(=CC=CC=2)C=CC=1.C(Cl)(Cl)Cl.C(OCC)C.CO.[Cu]>[O:1]1[C:5]2=[N:6][CH:7]=[C:8]([C:10]([OH:12])=[O:11])[CH:9]=[C:4]2[CH:3]=[CH:2]1 |f:3.4|. Reported procedure: A suspension of furo[2,3-b]pyridine-2,5-dicarboxylic acid (5.35 g, 25.9 mmol) in quinoline (40 mL) containing copper dust (2.5 g) was heated under a nitrogen atmosphere at 200° C. for one hour. The cooled mixture was diluted with chloroform and filtered to remove suspended material. The product was extracted into sodium carbonate solution. This solution was carefully acidified with conc. hydrochloric acid and the precipitated product isolated by filtration. This material was dissolved in a large... Reactants: Cl (hydrochloric acid), COC(C(CC1CCN(CC1)C(=O)OC(C)(C)C)C)=O (2-methyl-3-(N-Boc-piperidine-4-yl)-propionic acid methyl ester), CI (methyl iodide), C(C)(C)[N-]C(C)C.[Li+] (lithium diisopropylamide). Solvent: O1CCCC1 (tetrahydrofuran). Run at temperature -78 celsius, time 1 hour. The product is COC(C(CC1CCN(CC1)C(=O)OC(C)(C)C)(C)C)=O (2,2-dimethyl-3-(N-Boc-piperidine-4-yl)-propionic acid methyl ester). Reaction SMILES: [CH3:1][O:2][C:3](=[O:20])[CH:4]([CH3:19])[CH2:5][CH:6]1[CH2:11][CH2:10][N:9]([C:12]([O:14][C:15]([CH3:18])([CH3:17])[CH3:16])=[O:13])[CH2:8][CH2:7]1.[CH:21]([N-]C(C)C)(C)C.[Li+].CI.Cl>O1CCCC1>[CH3:1][O:2][C:3](=[O:20])[C:4]([CH3:21])([CH3:19])[CH2:5][CH:6]1[CH2:11][CH2:10][N:9]([C:12]([O:14][C:15]([CH3:16])([CH3:18])[CH3:17])=[O:13])[CH2:8][CH2:7]1 |f:1.2|. Procedure: 2-methyl-3-(N-Boc-piperidine-4-yl)-propionic acid methyl ester (789 mg, 2.77 mmol) from above was dissolved in dry tetrahydrofuran (2 mL) and cooled to −78° C. To this solution was added lithium diisopropylamide (5.5 mmol, prepared from diisopropylamine and n-butyl lithium). The mixture was stirred at −78° C. for 1 hr and methyl iodide (0.7 mL, 11.24 mmol) was added. The mixture was stirred at −78° C. for 2 hrs until complete consumption of the starting material. The mixture was treated with hyd... The reactants are FC=1C(=C(C(=O)N2C[C@H]3CCN(C[C@@H]23)C(=O)OC(C)(C)C)C=CC1)N1N=CC=N1 ((1S,6R)-tert-butyl 8-(3-fluoro-2-(2H-1,2,3-triazol-2-yl)benzoyl)-3,8-diazabicyclo[4.2.0]octane-3-carboxylate), C(=O)(C(F)(F)F)O (TFA). Solvent: C(Cl)Cl (CH2Cl2). Run at time 3 hour. Yields the product [C@H]12CNCC[C@@H]2CN1C(=O)C1=C(C(=CC=C1)F)N1N=CC=N1 ((1S,6R)-3,8-diazabicyclo[4.2.0]octan-8-yl(3-fluoro-2-(2H-1,2,3-triazol-2-yl)phenyl)methanone). RXN SMILES: [F:1][C:2]1[C:3]([N:25]2[N:29]=[CH:28][CH:27]=[N:26]2)=[C:4]([CH:22]=[CH:23][CH:24]=1)[C:5]([N:7]1[C@H:14]2[C@H:9]([CH2:10][CH2:11][N:12](C(OC(C)(C)C)=O)[CH2:13]2)[CH2:8]1)=[O:6].C(O)(C(F)(F)F)=O>C(Cl)Cl>[C@H:14]12[N:7]([C:5]([C:4]3[CH:22]=[CH:23][CH:24]=[C:2]([F:1])[C:3]=3[N:25]3[N:29]=[CH:28][CH:27]=[N:26]3)=[O:6])[CH2:8][C@H:9]1[CH2:10][CH2:11][NH:12][CH2:13]2. Procedure: To (1S,6R)-tert-butyl 8-(3-fluoro-2-(2H-1,2,3-triazol-2-yl)benzoyl)-3,8-diazabicyclo[4.2.0]octane-3-carboxylate (656 mg, 1.6 mmol) in CH2Cl2 (10 mL) was added TFA (10 mL). After 3 h, the volatiles were removed via rotovap. The resulting residue was neutralized using 5% Na2CO3 (aq) and extracted with CH2Cl2 (3×). The aqueous layer was saturated with NaCl and extracted with CH2Cl2 (3×). The combined organics were dried (Na2SO4) and concentrated to give the title compound as a yellow foam that was ... Reactants: OB(O)O, Nc1c(Br)cc(Br)c2c1C(=O)c1ccc(Cl)cc1C2=O, Nc1c(Br)cc(Br)c2c1C(=O)c1ccccc1C2=O, O=S(=O)(O)O. The product is Nc1c(Br)cc(O)c2c1C(=O)c1ccc(Cl)cc1C2=O. RXN SMILES: [B:26]([OH:27])([OH:28])[OH:29].[NH2:1][c:2]1[c:3]([Br:20])[cH:4][c:5]([Br:19])[c:6]2[c:15]1[C:14](=[O:16])[c:13]1[c:8]([cH:9][c:10]([Cl:17])[cH:11][cH:12]1)[C:7]2=[O:18].[NH2:30][c:31]1[c:32]2[c:43]([c:44]([Br:45])[cH:46][c:47]1[Br:48])[C:41](=[O:42])[c:36]1[c:35]([cH:40][cH:39][cH:38][cH:37]1)[C:33]2=[O:34].[S:21]([OH:22])(=[O:23])(=[O:24])[OH:25]>>[NH2:1][c:2]1[c:3]([Br:20])[cH:4][c:5]([OH:22])[c:6]2[c:15]1[C:14](=[O:16])[c:13]1[c:8]([cH:9][c:10]([Cl:17])[cH:11][cH:12]1)[C:7]2=[O:18]. The reactants are C1C=CC(=C2C1=C1C(=CC=C2)C=CC=C1)C#N (dibenzo[a,c]cycloheptene-4-carbonitrile), [OH-].[K+] (potassium hydroxide), C(CO)O (ethylene glycol). Solvent: O (water), O (water). Product: C1=CC=C(C2=C1C1=C(CCC2)C=CC=C1)C(=O)O (6,7-dihydro-5H-dibenzo[a,c]cycloheptene-4-carboxylic acid). As a reaction SMILES: [CH2:1]1[C:6]2=[C:7]3[CH:15]=[CH:14][CH:13]=[CH:12][C:8]3=[CH:9][CH:10]=[CH:11][C:5]2=C(C#N)[CH:3]=[CH:2]1.[OH-:18].[K+].[CH2:20]([OH:23])[CH2:21]O>O>[CH:1]1[C:6]2[C:7]3[CH:15]=[CH:14][CH:13]=[CH:12][C:8]=3[CH2:9][CH2:10][CH2:11][C:5]=2[C:21]([C:20]([OH:23])=[O:18])=[CH:3][CH:2]=1 |f:1.2|. Procedure: Under a dry nitrogen atmosphere a solution of 6,7-dihydro-5e,uns/H/ -dibenzo[a,c]cycloheptene-4-carbonitrile (2.95 grams, 0.0134 mole), potassium hydroxide (4 grams, 0.085 mole), ethylene glycol (40 ml) and water (3 ml) was heated at reflux for approximately 24 hours. The mixture was cooled, diluted with water, and the solution was washed with diethyl ether. The aqueous solution was acidified and extracted with diethyl ether. The extract was dried over anhydrous magnesium sulfate and filtered. T...